This data is from the Open Reaction Database (ORD), a public repository of structured organic reaction records. The task is: describe an organic reaction: reactants, conditions, products, and yield Starting materials: CC(C)(C)[Si](C)(C)OC1CCC(n2cc(I)cn2)CC1, C1CCOC1, C1CCCCC1, CC(C)[N-]C(C)C, [Cl-], [Li+], [NH4+], CN(C)C=O. Yields the product CC(C)(C)[Si](C)(C)OC1CCC(n2ncc(I)c2C=O)CC1. RXN SMILES: [C:1]([CH3:2])([CH3:3])([CH3:4])[Si:5]([O:6][CH:7]1[CH2:8][CH2:9][CH:10]([n:13]2[n:14][cH:15][c:16]([I:18])[cH:17]2)[CH2:11][CH2:12]1)([CH3:19])[CH3:20].[CH2:21]1[CH2:23][CH2:22][CH2:24][O:25]1.[CH2:34]1[CH2:35][CH2:36][CH2:37][CH2:38][CH2:39]1.[CH3:27][CH:28]([N-:29][CH:30]([CH3:31])[CH3:32])[CH3:33].[Cl-:45].[Li+:26].[NH4+:46].[O:40]=[CH:41][N:42]([CH3:43])[CH3:44]>>[C:1]([CH3:2])([CH3:3])([CH3:4])[Si:5]([O:6][CH:7]1[CH2:8][CH2:9][CH:10]([n:13]2[n:14][cH:15][c:16]([I:18])[c:17]2[CH:24]=[O:25])[CH2:11][CH2:12]1)([CH3:19])[CH3:20].